Dataset: the Open Reaction Database (ORD), a public repository of structured organic reaction records. Task: describe an organic reaction: reactants, conditions, products, and yield Reactants: C(C)(=O)O[BH-](OC(C)=O)OC(C)=O.[Na+] (sodium triacetoxyborohydride), C(C)#N (acetonitrile), C1(=CC=CC=C1)C=1CCN(CC1)C(=O)[C@H]1N(C[C@H](C[C@@H]1C(=O)OC)OC1=CC=NC=C1)C(=O)OC(C)(C)C (1-tert-butyl 3-methyl(2S,3S,5S)-2-[(4-phenyl-3,6-dihydropyridin-1(2H)-yl)carbonyl]-5-(pyridin-4-yloxy)piperidine-1,3-dicarboxylate), FC(C(=O)O)(F)F (trifluoroacetic acid), C(C)(C)N(C(C)C)CC (N,N-diisopropylethylamine), O1CCCC1 (tetrahydrofuran), resultant mixture, C=O (formaldehyde). Run in O (water). Reaction conditions: time 8 hour. The product is CN1[C@@H]([C@H](C[C@@H](C1)OC1=CC=NC=C1)C(=O)OC)C(=O)N1CCC(=CC1)C1=CC=CC=C1 (methyl(2S,3S,5S)-1-methyl-2-[(4-phenyl-3,6-dihydropyridin-1(2H)-yl)carbonyl]-5-(pyridin-4-yloxy)piperidine-3-carboxylate). Reaction SMILES: [C:1]1([C:7]2[CH2:8][CH2:9][N:10]([C:13]([C@@H:15]3[C@@H:20]([C:21]([O:23][CH3:24])=[O:22])[CH2:19][C@H:18]([O:25][C:26]4[CH:31]=[CH:30][N:29]=[CH:28][CH:27]=4)[CH2:17][N:16]3[C:32](OC(C)(C)C)=O)=[O:14])[CH2:11][CH:12]=2)[CH:6]=[CH:5][CH:4]=[CH:3][CH:2]=1.FC(F)(F)C(O)=O.O1CCCC1.C(#N)C.C(N(CC)C(C)C)(C)C.C=O.C(O[BH-](OC(=O)C)OC(=O)C)(=O)C.[Na+]>O>[CH3:32][N:16]1[CH2:17][C@@H:18]([O:25][C:26]2[CH:27]=[CH:28][N:29]=[CH:30][CH:31]=2)[CH2:19][C@H:20]([C:21]([O:23][CH3:24])=[O:22])[C@H:15]1[C:13]([N:10]1[CH2:9][CH:8]=[C:7]([C:1]2[CH:6]=[CH:5][CH:4]=[CH:3][CH:2]=2)[CH2:12][CH2:11]1)=[O:14] |f:6.7|. Reported procedure: 1-tert-butyl 3-methyl(2S,3S,5S)-2-[(4-phenyl-3,6-dihydropyridin-1(2H)-yl)carbonyl]-5-(pyridin-4-yloxy)piperidine-1,3-dicarboxylate (0.09 g, 0.0002 mol) was treated with trifluoroacetic acid (1.0 mL, 0.013 mol) at rt for 1 h. The mixture was then concentrated to dry. The crude secondary amine made above was dissolved in tetrahydrofuran (0.80 mL, 0.0099 mol) and acetonitrile (0.80 mL, 0.015 mol). The mixture was then treated with N,N-diisopropylethylamine (0.061 mL, 0.00035 mol) to adjust the pH t...